This data is from the Open Reaction Database (ORD), a public repository of structured organic reaction records. The task is: describe an organic reaction: reactants, conditions, products, and yield Starting materials: aqueous solution, polyethyleneimine, amine nitrogen, CC1=C(C=CC(=C1)C)O (2,4-dimethyl phenol), C=O (formaldehyde). Run at temperature 80 celsius. Product: C=C1C=C(C=C(C1O)C)C (6-methylene-2,4-dimethylphenol). Reaction SMILES: [CH3:1][C:2]1[CH:7]=[C:6]([CH3:8])[CH:5]=[CH:4][C:3]=1[OH:9].[CH2:10]=O>>[CH2:10]=[C:4]1[CH:3]([OH:9])[C:2]([CH3:1])=[CH:7][C:6]([CH3:8])=[CH:5]1. Procedure: To a 13 g aqueous solution (33%) of polyethyleneimine CORCAT 150 (from Cordova Chemical Company) containing 0.1 mole of available amine nitrogen is added 10.8 g of 2,4-dimethyl phenol (0.1 mole). The solution is maintained below 20° C., while a 37% aqueous formaldehyde solution (0.11 mole) is added slowly with stirring. The solution is allowed to stand for an hour at ambient temperature and then warmed to 80° C. for 2 hrs. The aqueous solution is used without purification in subsequent experimen... Starting materials: Cl (Hydrogen chloride), CON=C(C(=O)OC(C)(C)C)C(C)=O (Tertiary-butyl 2-methoxyimino-3-oxobutyrate), resultant mixture. Run in C(Cl)Cl (methylene chloride). Conditions: time 15 hour. Yields the product CON=C(C(=O)O)C(C)=O (2-methoxyimino-3-oxobutyric acid). The yield is 95.8%. RXN SMILES: [CH3:1][O:2][N:3]=[C:4]([C:12](=[O:14])[CH3:13])[C:5]([O:7]C(C)(C)C)=[O:6].Cl>C(Cl)Cl>[CH3:1][O:2][N:3]=[C:4]([C:12](=[O:14])[CH3:13])[C:5]([OH:7])=[O:6]. Procedure details: Tertiary-butyl 2-methoxyimino-3-oxobutyrate (805 g) was dissolved in 2.8 liters of methylene chloride. Hydrogen chloride (210 g) was blown into the solution at 3° to 6° C. over 8 hours. Then, the resultant mixture was allowed to stand at 5° C. for 15 hours. The supernatant was concentrated to dryness to give 556 g of 2-methoxyimino-3-oxobutyric acid as a crystalline solid.